This data is from the Open Reaction Database (ORD), a public repository of structured organic reaction records. The task is: describe an organic reaction: reactants, conditions, products, and yield Reactants: [Li]CCCC, CCCC[Sn](Cl)(CCCC)CCCC, C1CCOC1, CCCCCC, CSc1nc(C)n2ccsc12, [Cl-], [NH4+]. Product: CCCC[Sn](CCCC)(CCCC)c1csc2c(SC)nc(C)n12. As a reaction SMILES: [CH2:18]([Li:19])[CH2:20][CH2:21][CH3:22].[CH2:23]([CH2:24][CH2:25][CH3:26])[Sn:27]([CH2:28][CH2:29][CH2:30][CH3:31])([CH2:32][CH2:33][CH2:34][CH3:35])[Cl:36].[CH2:39]1[O:40][CH2:41][CH2:42][CH2:43]1.[CH3:12][CH2:13][CH2:14][CH2:15][CH2:16][CH3:17].[CH3:1][c:2]1[n:3][c:4]([S:10][CH3:11])[c:5]2[s:6][cH:7][cH:8][n:9]12.[Cl-:37].[NH4+:38]>>[CH3:1][c:2]1[n:3][c:4]([S:10][CH3:11])[c:5]2[s:6][cH:7][c:8]([Sn:27]([CH2:23][CH2:24][CH2:25][CH3:26])([CH2:28][CH2:29][CH2:30][CH3:31])[CH2:32][CH2:33][CH2:34][CH3:35])[n:9]12. Starting materials: BrCCCCN1CSCC1=O (3-(4-bromobutyl)-4-thiazolidinone), C1=NC(=CC2=CC=CC=C12)N1CCNCC1 (1-(3-isoquinolinyl)piperazine), C(=O)([O-])[O-].[K+].[K+] (K2CO3), [Na+].[I-] (NaI), [Br-] (bromide), CO.C(Cl)Cl (MeOH CH2Cl2). Run in C(C)#N (acetonitrile), CCOC(=O)C.CCCCCC (EtOAc hexane). Conditions: temperature 75 celsius, time 16 hour. Yields the product C1=NC(=CC2=CC=CC=C12)N1CCN(CC1)CCCCN1CSC(C1=O)(C)C (3-[4-[1-(3-Isoquinolinyl)-4-piperazinyl]butyl]-5,5-dimethyl-4-thiazolidinone). RXN SMILES: Br[CH2:2][CH2:3][CH2:4][CH2:5][N:6]1[C:10](=O)[CH2:9][S:8][CH2:7]1.[CH:12]1[C:21]2[C:16](=[CH:17][CH:18]=[CH:19][CH:20]=2)[CH:15]=[C:14]([N:22]2[CH2:27][CH2:26][NH:25][CH2:24][CH2:23]2)[N:13]=1.[C:28]([O-:31])([O-])=O.[K+].[K+].[Na+].[I-].[Br-].CO.[CH2:39](Cl)Cl>CCOC(C)=O.CCCCCC.C(#N)C>[CH:12]1[C:21]2[C:16](=[CH:17][CH:18]=[CH:19][CH:20]=2)[CH:15]=[C:14]([N:22]2[CH2:23][CH2:24][N:25]([CH2:2][CH2:3][CH2:4][CH2:5][N:6]3[C:28](=[O:31])[C:9]([CH3:10])([CH3:39])[S:8][CH2:7]3)[CH2:26][CH2:27]2)[N:13]=1 |f:2.3.4,5.6,8.9,10.11|. Procedure: A mixture of 3-(4-bromobutyl)-4-thiazolidinone (4.00 g), 1-(3-isoquinolinyl)piperazine (3.53 g), K2CO3 (6.22 g), NaI (300 mg) and acetonitrile (190 mL) was heated at 75° C. (bath temperature) under N2. After 16 h, TLC analysis (silica gel, 40% EtOAc/hexane) showed the absence of starting bromide and a major product at Rf =0.22 (silica gel, 5% MeOH/CH2Cl2). The reaction mixture was cooled to ambient temperature and filtered, the inorganic solid was washed with hot ethyl acetate, and the wash was ... The reactants are CC(=O)OCc1cccc(Br)c1, [Cl-], [K+], [Na+], [OH-], Oc1ccccc1, Cc1ccccc1C. Product: CC(=O)OCc1cccc(Oc2ccccc2)c1. RXN SMILES: [C:10]([CH3:11])(=[O:12])[O:13][CH2:14][c:15]1[cH:16][c:17]([Br:21])[cH:18][cH:19][cH:20]1.[Cl-:23].[K+:9].[Na+:22].[OH-:8].[OH:1][c:2]1[cH:3][cH:4][cH:5][cH:6][cH:7]1.[c:24]1([CH3:25])[c:26]([CH3:27])[cH:28][cH:29][cH:30][cH:31]1>>[O:1]([c:2]1[cH:3][cH:4][cH:5][cH:6][cH:7]1)[c:17]1[cH:16][c:15]([CH2:14][O:13][C:10]([CH3:11])=[O:12])[cH:20][cH:19][cH:18]1.